Task: describe an organic reaction: reactants, conditions, products, and yield. Dataset: the Open Reaction Database (ORD), a public repository of structured organic reaction records Starting materials: C(C)(C)(C)OC(=O)N[C@H](CO)C(=O)O (N-t-butoxycarbonyl-D-serine), [H-].[Na+] (sodium hydride), FC1=C(C=CC=C1)[N+](=O)[O-] (2-fluoronitrobenzene). The solvent is CN(C)C=O (DMF). Run at time 45 minute. The product is [N+](=O)([O-])C1=C(C=CC=C1)OC[C@@H](NC(=O)OC(C)(C)C)C(=O)O (O-(o-Nitrophenyl)-N-t-butoxycarbonyl-D-serine). Reaction SMILES: [H-].[Na+].[C:3]([O:7][C:8]([NH:10][C@@H:11]([C:14]([OH:16])=[O:15])[CH2:12][OH:13])=[O:9])([CH3:6])([CH3:5])[CH3:4].F[C:18]1[CH:23]=[CH:22][CH:21]=[CH:20][C:19]=1[N+:24]([O-:26])=[O:25]>CN(C=O)C>[N+:24]([C:19]1[CH:20]=[CH:21][CH:22]=[CH:23][C:18]=1[O:13][CH2:12][C@H:11]([C:14]([OH:16])=[O:15])[NH:10][C:8]([O:7][C:3]([CH3:6])([CH3:4])[CH3:5])=[O:9])([O-:26])=[O:25] |f:0.1|. Reported procedure: To a suspension of 1.84 g (0.0768M) of sodium hydride (NaH) in 50 mL of DMF at 0° C. under a nitrogen atmosphere was added dropwise a slurry of 7.39 g (0.0360M) of N-t-butoxycarbonyl-D-serine. After addition was complete, the reaction was warmed to room temperature and stirred for 45 minutes. The reaction was cooled to -5° C. and 4.04 mL (0.0384M) of 2-fluoronitrobenzene was added dropwise. The reaction was then warmed to room temperature and stirred for 1 hour. The reaction was quenched with an... The reactants are ClC1=CC=NC=C1 (4-chloropyridine), C1COC2(CCNCC2)O1 (4-piperidone ethylene ketal). Solvent: CC=1C=CC(=CC1)C (p-xylene). Product: N1=CC=C(C=C1)N1CCC2(OCCO2)CC1 (8-pyridin-4-yl-1,4-dioxa-8-aza-spiro[4.5]decane). Isolated yield 90.5%. Reaction SMILES: Cl[C:2]1[CH:7]=[CH:6][N:5]=[CH:4][CH:3]=1.[CH2:8]1[O:17][C:11]2([CH2:16][CH2:15][NH:14][CH2:13][CH2:12]2)[O:10][CH2:9]1>CC1C=CC(C)=CC=1>[N:5]1[CH:6]=[CH:7][C:2]([N:14]2[CH2:15][CH2:16][C:11]3([O:17][CH2:8][CH2:9][O:10]3)[CH2:12][CH2:13]2)=[CH:3][CH:4]=1. Procedure details: A solution of 46 g (0.4 mol) 4-chloropyridine and 123.5 g (0.86 mol) 4-piperidone ethylene ketal is heated for 48 hours to reflux in 400 ml p-xylene. Subsequently the reaction mixture is cooled, the precipitated precipitate is removed by filtration, the mother liquor is concentrated to dryness and the residue is purified by column chromatography on silica gel (ethyl acetate/saturated ammonia-alkaline methanol 9/1). In this way 79.7 g (90%) 8-pyridin-4-yl-1,4-dioxa-8-aza-spiro[4.5]decane is obtai... The reactants are CCOC(=O)CCCCCCCC(=O)O, [Cl-], Cl[Al](Cl)Cl, Clc1ccccc1, Cl. Yields the product CCOC(=O)CCCCCCCC(=O)c1ccc(Cl)cc1. RXN SMILES: [CH2:2]([CH3:3])[O:4][C:5]([CH2:6][CH2:7][CH2:8][CH2:9][CH2:10][CH2:11][CH2:12][C:13](=[O:14])[OH:15])=[O:16].[Cl-:1].[Cl:17][Al:18]([Cl:19])[Cl:20].[Cl:22][c:23]1[cH:24][cH:25][cH:26][cH:27][cH:28]1.[ClH:21]>>[CH2:2]([CH3:3])[O:4][C:5]([CH2:6][CH2:7][CH2:8][CH2:9][CH2:10][CH2:11][CH2:12][C:13](=[O:15])[c:26]1[cH:25][cH:24][c:23]([Cl:22])[cH:28][cH:27]1)=[O:16].